This data is from the Open Reaction Database (ORD), a public repository of structured organic reaction records. The task is: describe an organic reaction: reactants, conditions, products, and yield The reactants are O=C([O-])[O-], COC(=O)c1cc(Br)cc(I)c1, CNCCNC, CC#N, [Cu]I, [K+], [K+], O=C1NCCO1. Yields the product COC(=O)c1cc(Br)cc(N2CCOC2=O)c1. RXN SMILES: [C:19](=[O:20])([O-:21])[O-:22].[CH3:1][O:2][C:3]([c:4]1[cH:5][c:6]([Br:11])[cH:7][c:8]([I:10])[cH:9]1)=[O:12].[CH3:25][NH:26][CH2:27][CH2:28][NH:29][CH3:30].[CH3:31][C:32]#[N:33].[Cu:34][I:35].[K+:23].[K+:24].[O:13]1[C:14](=[O:18])[NH:15][CH2:16][CH2:17]1>>[CH3:1][O:2][C:3]([c:4]1[cH:5][c:6]([Br:11])[cH:7][c:8]([N:15]2[C:14](=[O:18])[O:13][CH2:17][CH2:16]2)[cH:9]1)=[O:12]. The reactants are O (water), Cl.N1(N=CC=C1)C(=N)N (pyrazole-1-carboxamidine hydrochloride), ClC=1C=C2C(=NC1)N(C=C2C2=NC=C(C(=N2)N[C@@H]2CNCCC2)F)S(=O)(=O)C2=CC=C(C=C2)C (2-[5-chloro-1-(p-tolylsulfonyl)pyrrolo[2,3-b]pyridin-3-yl]-5-fluoro-N-[(3S)-3-piperidyl]pyrimidin-4-amine), ClC=1C=C2C(=NC1)N(C=C2C2=NC=C(C(=N2)N[C@@H]2CNCCC2)F)S(=O)(=O)C2=CC=C(C)C=C2 ((S)-2-(5-chloro-1-tosyl-1H-pyrrolo[2,3-b]pyridin-3-yl)-5-fluoro-N-(piperidin-3-yl)pyrimidin-4-amine), CCN(C(C)C)C(C)C (iPr2NEt). Solvent: CN(C)C=O (DMF). Conditions: time 4 hour. Yields the product ClC=1C=C2C(=NC1)N(C=C2C2=NC=C(C(=N2)N[C@@H]2CN(CCC2)C(N)=N)F)S(=O)(=O)C2=CC=C(C)C=C2 ((S)-3-(2-(5-chloro-1-tosyl-1H-pyrrolo[2,3-b]pyridin-3-yl)-5-fluoro-pyrimidin-4-ylamino)piperidine-1-carboximidamide). RXN SMILES: Cl.[N:2]1([C:7](N)=[NH:8])C=CC=N1.[Cl:10][C:11]1[CH:12]=[C:13]2[C:19]([C:20]3[N:25]=[C:24]([NH:26][C@H:27]4[CH2:32][CH2:31][CH2:30][NH:29][CH2:28]4)[C:23]([F:33])=[CH:22][N:21]=3)=[CH:18][N:17]([S:34]([C:37]3[CH:42]=[CH:41][C:40]([CH3:43])=[CH:39][CH:38]=3)(=[O:36])=[O:35])[C:14]2=[N:15][CH:16]=1.CCN(C(C)C)C(C)C.O>CN(C=O)C>[Cl:10][C:11]1[CH:12]=[C:13]2[C:19]([C:20]3[N:25]=[C:24]([NH:26][C@H:27]4[CH2:32][CH2:31][CH2:30][N:29]([C:7](=[NH:2])[NH2:8])[CH2:28]4)[C:23]([F:33])=[CH:22][N:21]=3)=[CH:18][N:17]([S:34]([C:37]3[CH:42]=[CH:41][C:40]([CH3:43])=[CH:39][CH:38]=3)(=[O:36])=[O:35])[C:14]2=[N:15][CH:16]=1 |f:0.1|. Reported procedure: To a solution of pyrazole-1-carboxamidine hydrochloride (0.12 g, 0.80 mmol) and 2-[5-chloro-1-(p-tolylsulfonyl)pyrrolo[2,3-b]pyridin-3-yl]-5-fluoro-N-[(3S)-3-piperidyl]pyrimidin-4-amine, 1c, (0.40 g, 0.80 mmol) in DMF (0.9 mL) was added iPr2NEt (0.14 mL, 0.80 mmol). The reaction mixture was stirred at room temperature for 4 hours. The mixture was diluted into water, filtered, washed with additional water, then ether. The filtrate was concentrated in vacuo. The resulting residue was purified by s...